This data is from the Open Reaction Database (ORD), a public repository of structured organic reaction records. The task is: describe an organic reaction: reactants, conditions, products, and yield Reactants: [Na] (sodium), C(#N)C1=C(C=CC=C1)C1=CC=C(C=C1)C (2'-cyano-4-methylbiphenyl), Cl.NO (hydroxylamine hydrochloride), C[O-].[Na+] (sodium methoxide). The solvent is CO (methanol), CS(=O)C (dimethyl sulfoxide), CO (methanol). Conditions: time 10 minute. Yields the product CC1=CC=C(C=C1)C=1C(=CC=CC1)C(N)=NO (4'-Methylbiphenyl-2-carboxamidoxime), product. The yield is 96.0%. Reaction SMILES: Cl.[NH2:2][OH:3].C[O-].[Na+].[Na].[C:8]([C:10]1[CH:15]=[CH:14][CH:13]=[CH:12][C:11]=1[C:16]1[CH:21]=[CH:20][C:19]([CH3:22])=[CH:18][CH:17]=1)#[N:9]>CS(C)=O.CO>[CH3:22][C:19]1[CH:18]=[CH:17][C:16]([C:11]2[C:10]([C:8](=[N:2][OH:3])[NH2:9])=[CH:15][CH:14]=[CH:13][CH:12]=2)=[CH:21][CH:20]=1 |f:0.1,2.3,^1:6|. Procedure details: To a solution of hydroxylamine hydrochloride (17.9 g) in dimethyl sulfoxide (120 ml) was added a methanol solution of sodium methoxide prepared from metallic sodium (5.92 g) and anhydrous methanol (50 ml). The mixture was stirred for 10 minutes at room temperature, to which was added 2'-cyano-4-methylbiphenyl (10 g). The reaction mixture was stirred for 5 hours at 100° C. The reaction mixture was partitioned between ethyl acetate and water. The aqueous layer was extracted with ethyl acetate. Org... Starting materials: CN=C=O (methyl isocyanate), NC=1SC=C(C1C#N)C(C)C (2-amino-3-cyano-4-isopropyl-thiophene). Run in C1(=CC=CC=C1)C (toluene). The product is C(#N)C1=C(SC=C1C(C)C)NC(=O)NC (1-(3-cyano-4-isopropyl-thien-2-yl)-3-methyl-urea). Yield: 56.0%. As a reaction SMILES: [CH3:1][N:2]=[C:3]=[O:4].[NH2:5][C:6]1[S:7][CH:8]=[C:9]([CH:13]([CH3:15])[CH3:14])[C:10]=1[C:11]#[N:12]>C1(C)C=CC=CC=1>[C:11]([C:10]1[C:9]([CH:13]([CH3:15])[CH3:14])=[CH:8][S:7][C:6]=1[NH:5][C:3]([NH:2][CH3:1])=[O:4])#[N:12]. Procedure: 11.8 ml (0.2 mole) of methyl isocyanate were added to a solution of 33.2 g (0.2 mole) of 2-amino-3-cyano-4-isopropyl-thiophene in 200 ml of toluene. After the exothermic reaction had subsided, the product which precipitated in the solid form was filtered off. Further portions of reaction product were obtained by concentrating the mother liquor. 25 g of 1-(3-cyano-4-isopropyl-thien-2-yl)-3-methyl-urea of melting point 179°-181° C. were obtained in this manner. The reactants are C(C)OC(CNC(=O)OC(C)(C)C)=O (N-tert-butyloxycarbonyl-glycine ethyl ester), C(C=C)(=O)OCC (ethyl acrylate), [H-].[Na+] (sodium hydride), Cl (hydrochloric acid), CN(C)C=1C=CC(=CC1)N=NC=2C=CC(=CC2)S(=O)(=O)O (methyl orange). Solvent: C1CCOC1 (THF), CCOCC (ether), C1CCOC1 (THF). Yields the product C(C)OC(=O)C1CN(CC1=O)C(=O)OC(C)(C)C (4-oxo-pyrrolidine-1,3-dicarboxylic acid 1-tert. butylester 3-ethylester). The yield is 70.7%. Reaction SMILES: [H-].[Na+].C(O[C:6](=[O:16])[CH2:7][NH:8][C:9]([O:11][C:12]([CH3:15])([CH3:14])[CH3:13])=[O:10])C.[C:17]([O:21][CH2:22][CH3:23])(=[O:20])[CH:18]=[CH2:19].Cl.CN(C1C=CC(N=NC2C=CC(S(O)(=O)=O)=CC=2)=CC=1)C>C1COCC1.CCOCC>[CH2:22]([O:21][C:17]([CH:18]1[C:6](=[O:16])[CH2:7][N:8]([C:9]([O:11][C:12]([CH3:13])([CH3:14])[CH3:15])=[O:10])[CH2:19]1)=[O:20])[CH3:23] |f:0.1|. Reported procedure: To a refluxing suspension of 1.58 g (66 mmol) sodium hydride in 100 ml THF was added dropwise a solution of 12.79 g (60 mmol) N-tert-butyloxycarbonyl-glycine ethyl ester and 7.15 g (66 mmol) ethyl acrylate in 100 ml THF. After the addition was complete the mixture was heated to reflux for additional 2 h. The clear solution was cooled to room temperature, poured on 100 ml ether/100 ml water and acidified under vigorous stirring with 1N hydrochloric acid against methyl orange. The layers were sepa... Reaction SMILES: [CH3:1][C:2]([CH3:22])=[CH:3][C:4]([NH:6][C@H:7]([C:18]([O:20]C)=[O:19])[CH2:8][C:9]1[C:17]2[C:12](=[CH:13][CH:14]=[CH:15][CH:16]=2)[NH:11][CH:10]=1)=[O:5].[OH-].[Na+]>CO>[CH3:1][C:2]([CH3:22])=[CH:3][C:4]([NH:6][C@H:7]([C:18]([OH:20])=[O:19])[CH2:8][C:9]1[C:17]2[C:12](=[CH:13][CH:14]=[CH:15][CH:16]=2)[NH:11][CH:10]=1)=[O:5] |f:1.2|. Solvent: CO (methanol). Reactants: CC(=CC(=O)N[C@@H](CC1=CNC2=CC=CC=C12)C(=O)OC)C (Methyl N-3-Methylcrotonoyl-L-Tryptophanate), [OH-].[Na+] (sodium hydroxide). Procedure: The same procedures as in Example 171 were carried out from the compound obtained in Example 162 (2.5 g), 1 mol/L of an aqueous sodium hydroxide solution (13 mL), and methanol (130 mL), to give the captioned compound (1.9 g, 78%) as an amorphous solid product. Isolated yield 79.7%. Yields the product CC(=CC(=O)N[C@@H](CC1=CNC2=CC=CC=C12)C(=O)O)C (N-3-Methylcrotonoyl-L-Tryptophan). The reactants are C1(CCC1)N (cyclobutanamine), OC(=O)C(F)(F)F.C(C1=CC=CC=C1)N1CC2=NC(=C(N=C2CC1)N1CCC(CC1)OC1=C(C=C(C=C1)OC)F)Cl (6-benzyl-3-chloro-2-(4-(2-fluoro-4-methoxyphenoxy)piperidin-1-yl)-5,6,7,8-tetrahydropyrido[3,4-b]pyrazine TFA salt), CC(C)([O-])C.[Na+] (sodium tert-butoxide). Reaction conditions: temperature 90 celsius. Run in C1(=CC=CC=C1)C (toluene). Reported procedure: A mixture of cyclobutanamine (49.9 μL, 0.584 mmol), 6-benzyl-3-chloro-2-(4-(2-fluoro-4-methoxyphenoxy)piperidin-1-yl)-5,6,7,8-tetrahydropyrido[3,4-b]pyrazine TFA salt (116.2 mg, 0.195 mmol), sodium tert-butoxide (56.1 mg, 0.584 mmol), BINAP (18.2 mg, 0.029 mmol) and Pd2(dba)3 (26.7 mg, 0.029 mmol) in toluene (649 μL) was heated at 90° C. in a sealed tube for 16 h. The mixture was directly purified by HPLC Method A to afford 6-benzyl-N-cyclobutyl-2-(4-(2-fluoro-4-methoxyphenoxy)piperidin-1-yl)-5,... Reagents/catalysts: C=1C=CC(=CC1)/C=C/C(=O)/C=C/C2=CC=CC=C2.C=1C=CC(=CC1)/C=C/C(=O)/C=C/C2=CC=CC=C2.C=1C=CC(=CC1)/C=C/C(=O)/C=C/C2=CC=CC=C2.[Pd].[Pd] (Pd2(dba)3), C=1C=CC(=CC1)P(C=2C=CC=CC2)C3=CC=C4C=CC=CC4=C3C5=C6C=CC=CC6=CC=C5P(C=7C=CC=CC7)C=8C=CC=CC8 (BINAP). Yields the product C(C1=CC=CC=C1)N1CC2=NC(=C(N=C2CC1)N1CCC(CC1)OC1=C(C=C(C=C1)OC)F)NC1CCC1 (6-benzyl-N-cyclobutyl-2-(4-(2-fluoro-4-methoxyphenoxy)piperidin-1-yl)-5,6,7,8-tetrahydropyrido[3,4-b]pyrazin-3-amine), C(=O)(C(F)(F)F)O (TFA). Yield: 465.0%. As a reaction SMILES: [CH:1]1([NH2:5])[CH2:4][CH2:3][CH2:2]1.[OH:6][C:7]([C:9]([F:12])([F:11])[F:10])=[O:8].[CH2:13]([N:20]1[CH2:29][CH2:28][C:27]2[C:22](=[N:23][C:24](Cl)=[C:25]([N:30]3[CH2:35][CH2:34][CH:33]([O:36][C:37]4[CH:42]=[CH:41][C:40]([O:43][CH3:44])=[CH:39][C:38]=4[F:45])[CH2:32][CH2:31]3)[N:26]=2)[CH2:21]1)[C:14]1[CH:19]=[CH:18][CH:17]=[CH:16][CH:15]=1.CC(C)([O-])C.[Na+]>C1(C)C=CC=CC=1.C1C=CC(/C=C/C(/C=C/C2C=CC=CC=2)=O)=CC=1.C1C=CC(/C=C/C(/C=C/C2C=CC=CC=2)=O)=CC=1.C1C=CC(/C=C/C(/C=C/C2C=CC=CC=2)=O)=CC=1.[Pd].[Pd].C1C=CC(P(C2C(C3C(P(C4C=CC=CC=4)C4C=CC=CC=4)=CC=C4C=3C=CC=C4)=C3C(C=CC=C3)=CC=2)C2C=CC=CC=2)=CC=1>[CH2:13]([N:20]1[CH2:29][CH2:28][C:27]2[C:22](=[N:23][C:24]([NH:5][CH:1]3[CH2:4][CH2:3][CH2:2]3)=[C:25]([N:30]3[CH2:31][CH2:32][CH:33]([O:36][C:37]4[CH:42]=[CH:41][C:40]([O:43][CH3:44])=[CH:39][C:38]=4[F:45])[CH2:34][CH2:35]3)[N:26]=2)[CH2:21]1)[C:14]1[CH:19]=[CH:18][CH:17]=[CH:16][CH:15]=1.[C:7]([OH:8])([C:9]([F:12])([F:11])[F:10])=[O:6] |f:1.2,3.4,6.7.8.9.10|. Starting materials: BrC1=C(C=CC(=C1)[N+](=O)[O-])C (2-bromo-4-nitrotoluene), S(=O)(=O)(O)[O-].[Na+] (sodium hydrogen sulfate), O (water), [Mn](=O)(=O)(=O)[O-].[K+] (potassium permanganate). Product: BrC1=C(C(=O)O)C=CC(=C1)[N+](=O)[O-] (2-Bromo-4-nitro-benzoic acid). The yield is 53.0%. RXN SMILES: [Br:1][C:2]1[CH:7]=[C:6]([N+:8]([O-:10])=[O:9])[CH:5]=[CH:4][C:3]=1[CH3:11].S([O-])(O)(=O)=[O:13].[Na+].[Mn]([O-])(=O)(=O)=O.[K+].[OH2:24]>>[Br:1][C:2]1[CH:7]=[C:6]([N+:8]([O-:10])=[O:9])[CH:5]=[CH:4][C:3]=1[C:11]([OH:13])=[O:24] |f:1.2,3.4|. Procedure: 75 g (0.35 mol) of 2-bromo-4-nitrotoluene, 12 ml of aliquot 336 and 39 g (0.47 mol) of sodium hydrogen sulfate in 1.5 l of water were heated to 80° C. The mixture was stirred well and 183 g (1.16 mol) of potassium permanganate were then added a little at a time. The mixture was then heated under reflux for 45 min. The mixture was filtered through CELITE and the filtrate was concentrated to about 700 ml under reduced pressure. The aqueous solution was acidified with concentrated hydrochloric acid... Reactants: CCOC(C)=O, ClCCl, COC(=O)c1cc2c(nc1C)C(O)CCC2. RXN SMILES: [CH3:20][CH2:21][O:22][C:23](=[O:24])[CH3:25].[Cl:17][CH2:18][Cl:19].[OH:1][CH:2]1[CH2:3][CH2:4][CH2:5][c:6]2[c:7]1[n:8][c:9]([CH3:16])[c:10]([C:12](=[O:13])[O:14][CH3:15])[cH:11]2>>[O:1]=[C:2]1[CH2:3][CH2:4][CH2:5][c:6]2[c:7]1[n:8][c:9]([CH3:16])[c:10]([C:12](=[O:13])[O:14][CH3:15])[cH:11]2. The product is COC(=O)c1cc2c(nc1C)C(=O)CCC2.